describe an organic reaction: reactants, conditions, products, and yield From a dataset of the Open Reaction Database (ORD), a public repository of structured organic reaction records. Reactants: C1COCCO1, Cl, COc1cn(-c2ccc(I)cc2F)nc(-c2ccnn2-c2ccccc2)c1=O, FC1CNC1, [Na+], O=C([O-])O, O=C(C=Cc1ccccc1)C=Cc1ccccc1, O=C(C=Cc1ccccc1)C=Cc1ccccc1, O=C(C=Cc1ccccc1)C=Cc1ccccc1, [Pd], [Pd]. Product: COc1cn(-c2ccc(N3CC(F)C3)cc2F)nc(-c2ccnn2-c2ccccc2)c1=O. As a reaction SMILES: [CH2:35]1[O:36][CH2:37][CH2:38][O:39][CH2:40]1.[ClH:29].[F:1][c:2]1[c:3](-[n:9]2[n:10][c:11](-[c:18]3[cH:19][cH:20][n:21][n:22]3-[c:23]3[cH:24][cH:25][cH:26][cH:27][cH:28]3)[c:12](=[O:17])[c:13]([O:15][CH3:16])[cH:14]2)[cH:4][cH:5][c:6]([I:8])[cH:7]1.[F:30][CH:31]1[CH2:32][NH:33][CH2:34]1.[Na+:45].[O-:41][C:42]([OH:43])=[O:44].[O:48]=[C:49]([CH:50]=[CH:51][c:52]1[cH:53][cH:54][cH:55][cH:56][cH:57]1)[CH:58]=[CH:59][c:60]1[cH:61][cH:62][cH:63][cH:64][cH:65]1.[O:66]=[C:67]([CH:68]=[CH:69][c:70]1[cH:71][cH:72][cH:73][cH:74][cH:75]1)[CH:76]=[CH:77][c:78]1[cH:79][cH:80][cH:81][cH:82][cH:83]1.[O:84]=[C:85]([CH:86]=[CH:87][c:88]1[cH:89][cH:90][cH:91][cH:92][cH:93]1)[CH:94]=[CH:95][c:96]1[cH:97][cH:98][cH:99][cH:100][cH:101]1.[Pd:46].[Pd:47]>>[F:1][c:2]1[c:3](-[n:9]2[n:10][c:11](-[c:18]3[cH:19][cH:20][n:21][n:22]3-[c:23]3[cH:24][cH:25][cH:26][cH:27][cH:28]3)[c:12](=[O:17])[c:13]([O:15][CH3:16])[cH:14]2)[cH:4][cH:5][c:6]([N:33]2[CH2:32][CH:31]([F:30])[CH2:34]2)[cH:7]1.